Dataset: the Open Reaction Database (ORD), a public repository of structured organic reaction records. Task: describe an organic reaction: reactants, conditions, products, and yield The reactants are C1=CC=C2C(=C1)C(=O)NC(=O)N2 (benzoyleneurea), [N+](=O)([O-])[O-].[K+] (KNO3), ice. Run in OS(=O)(=O)O (H2SO4). Conditions: time 8 hour. Yields the product C1=CC2=C(C=C1[N+](=O)[O-])C(=O)NC(=O)N2 (6-Nitrobenzoyleneurea). The yield is 60.3%. Reaction SMILES: [CH:1]1[CH:6]=[C:5]2[C:7]([NH:9][C:10]([NH:12][C:4]2=[CH:3][CH:2]=1)=[O:11])=[O:8].[N+:13]([O-])([O-:15])=[O:14].[K+]>OS(O)(=O)=O>[CH:2]1[C:1]([N+:13]([O-:15])=[O:14])=[CH:6][C:5]2[C:7]([NH:9][C:10]([NH:12][C:4]=2[CH:3]=1)=[O:11])=[O:8] |f:1.2|. Procedure details: 6-Nitrobenzoyleneurea was prepared using an adaptation of the method of Cheeseman, G. W. H., J. Chem. Soc. 1171 (1962). To a solution of benzoyleneurea (0.201 g, 1.24 mmol) in 3.0 mL concentrated H2SO4 at 0° C. was added KNO3 (0.139 g, 1.37 mmol) in one portion. The reaction mixture was allowed to warm to room temperature then stirred overnight. The resulting yellow solution was poured onto 10 mL of ice giving a pale yellow precipitate. The precipitate was isolated on a Hirsch funnel and washed ... Starting materials: [OH-].[Na+] (Sodium hydroxide), O=C1N2CCCC3=C2C(CC1(C(=O)OCC)NC(CC)=O)=CC=C3 (ethyl 2,3,6,7-tetrahydro-3-oxo-2-((1-oxopropyl)amino)-1H,5H-benzo(ij)quinolizine-2-carboxylate). Solvent: CO (methanol). Run at time 30 minute. The product is O=C1N2CCCC3=C2C(CC1(C(=O)O)NC(CC)=O)=CC=C3 (2,3,6,7-tetrahydro-3-oxo-2-((1-oxopropyl) amino)-1H,5H-benzo(ij)quinolizine-2-carboxylic acid). Isolated yield 93.9%. As a reaction SMILES: [OH-].[Na+].[O:3]=[C:4]1[C:13]([NH:19][C:20](=[O:23])[CH2:21][CH3:22])([C:14]([O:16]CC)=[O:15])[CH2:12][C:11]2=[CH:24][CH:25]=[CH:26][C:9]3=[C:10]2[N:5]1[CH2:6][CH2:7][CH2:8]3>CO>[O:3]=[C:4]1[C:13]([NH:19][C:20](=[O:23])[CH2:21][CH3:22])([C:14]([OH:16])=[O:15])[CH2:12][C:11]2=[CH:24][CH:25]=[CH:26][C:9]3=[C:10]2[N:5]1[CH2:6][CH2:7][CH2:8]3 |f:0.1|. Procedure: Sodium hydroxide solution (10 mL of 4.0 N, 0.04 mol) was slowly added to ethyl 2,3,6,7-tetrahydro-3-oxo-2-((1-oxopropyl)amino)-1H,5H-benzo(ij)quinolizine-2-carboxylate (3.33 g, 0.010 tool) in methanol (50 mL). After stirring at room temperature for 30 minutes, the solvent was removed under reduced pressure. The resulting solid was dissolved in water (20 mL) and methanol (trace), neutralized with 4N HC1 (10 mL, 0.04 mol), cooled to -10° C., and the precipitate was filtered off and air dried to gi...